This data is from the Open Reaction Database (ORD), a public repository of structured organic reaction records. The task is: describe an organic reaction: reactants, conditions, products, and yield Reactants: Cc1cc(C)cc(C(=O)Cl)c1, Cc1cc(C)cc(C(=O)N=C=S)c1, Cc1cc(C)cc(C(=O)O)c1, CCO, Cc1ccccc1, COc1cc2nccc(Oc3ccc(N)cc3Cl)c2cc1OC, O=S(Cl)Cl. Product: COc1cc2nccc(Oc3ccc(NC(=S)NC(=O)c4cc(C)cc(C)c4)cc3Cl)c2cc1OC. As a reaction SMILES: [CH3:16][c:17]1[cH:18][c:19]([C:20]([Cl:21])=[O:22])[cH:23][c:24]([CH3:25])[cH:26]1.[CH3:27][c:28]1[cH:29][c:30]([C:35](=[O:36])[N:37]=[C:38]=[S:39])[cH:31][c:32]([CH3:34])[cH:33]1.[CH3:5][c:6]1[cH:7][c:8]([C:13]([OH:14])=[O:15])[cH:9][c:10]([CH3:11])[cH:12]1.[CH3:63][CH2:64][OH:65].[CH3:66][c:67]1[cH:68][cH:69][cH:70][cH:71][cH:72]1.[Cl:40][c:41]1[cH:42][c:43]([NH2:44])[cH:45][cH:46][c:47]1[O:48][c:49]1[cH:50][cH:51][n:52][c:53]2[cH:54][c:55]([O:61][CH3:62])[c:56]([O:59][CH3:60])[cH:57][c:58]12.[S:1]([Cl:2])([Cl:3])=[O:4]>>[CH3:27][c:28]1[cH:29][c:30]([C:35](=[O:36])[NH:37][C:38](=[S:39])[NH:44][c:43]2[cH:42][c:41]([Cl:40])[c:47]([O:48][c:49]3[cH:50][cH:51][n:52][c:53]4[cH:54][c:55]([O:61][CH3:62])[c:56]([O:59][CH3:60])[cH:57][c:58]34)[cH:46][cH:45]2)[cH:31][c:32]([CH3:34])[cH:33]1. Starting materials: CC1(CC(CC(C1)(C)CN)N)C (isophorone diamine), C(N)(OCCCC)=O (n-butyl carbamate). Solvent: C(CCC)O (n-butanol). Conditions: time 4 hour. Yields the product C(CCC)OC(=O)NC1CC(CC(C1)(CNC(=O)OCCCC)C)(C)C (1-(n-butoxy-carbonylamino)-3,3,5-trimethyl-5-(n-butoxy carbonylamino-methyl)-cyclohexane). Reaction SMILES: [CH3:1][C:2]1([CH3:12])[CH2:7][C:6]([CH2:9][NH2:10])([CH3:8])[CH2:5][CH:4]([NH2:11])[CH2:3]1.[C:13](=[O:20])([O:15][CH2:16][CH2:17][CH2:18][CH3:19])N>C(O)CCC>[CH2:16]([O:15][C:13]([NH:11][CH:4]1[CH2:5][C:6]([CH3:8])([CH2:9][NH:10][C:13]([O:15][CH2:16][CH2:17][CH2:18][CH3:19])=[O:20])[CH2:7][C:2]([CH3:12])([CH3:1])[CH2:3]1)=[O:20])[CH2:17][CH2:18][CH3:19]. Procedure details: 766 g of isophorone diamine (3-aminomethyl-3,5,5-trimethyl-cyclohexylamine), 1054 g of n-butyl carbamate and 1000 g n-butanol were reacted in the apparatus described in Example 1 for 4.0 hours at 180° C. After the apparatus had cooled and the pressure had been reduced, the reaction mixture was removed, filtered and analyzed by high pressure liquid chromatography. A yield of 1350 g (81% of the theoretical yield) of 1-(n-butoxy-carbonylamino)-3,3,5-trimethyl-5-(n-butoxy carbonylamino-methyl)-cyclo... Reactants: CC(C(=O)NNC(=O)N)(C)C (trimethylacetylsemicarbazide), [OH-].[K+] (potassium hydroxide), Cl (hydrochloric acid). Run at temperature 100 celsius. Product: C(C)(C)(C)C=1NNC(N1)=O (3-tert-butyl-1H-1,2,4-triazole-5-one). Yield: 45.0%. RXN SMILES: [CH3:1][C:2]([CH3:11])([CH3:10])[C:3]([NH:5][NH:6][C:7]([NH2:9])=[O:8])=O.[OH-].[K+].Cl>>[C:2]([C:3]1[NH:5][NH:6][C:7](=[O:8])[N:9]=1)([CH3:11])([CH3:10])[CH3:1] |f:1.2|. Procedure: To the obtained white powder of trimethylacetylsemicarbazide was added 1500 ml of a 5% aqueous potassium hydroxide solution, and the mixture was heated to 100° C. with stirring. After the contents were completely dissolved, the solution was further heated at 100° C. for one hour, and the reaction mixture was cooled and then neutralized by an addition of conc. hydrochloric acid. The white precipitates formed were collected by filtration, washed with water, and then dried under reduced pressure to... Starting materials: FC(F)(F)c1cc(Cl)nc(CBr)c1, CC(C)(C)[O-], [K+], C1CCOC1, O, CC(C)(C)OC(=O)N1CCC(CO)(c2ccccc2)CC1. Yields the product CC(C)(C)OC(=O)N1CCC(COCc2cc(C(F)(F)F)cc(Cl)n2)(c2ccccc2)CC1. Reaction SMILES: [Br:1][CH2:2][c:3]1[n:4][c:5]([Cl:13])[cH:6][c:7]([C:9]([F:10])([F:11])[F:12])[cH:8]1.[CH3:35][C:36]([CH3:37])([O-:38])[CH3:39].[K+:40].[O:41]1[CH2:42][CH2:43][CH2:44][CH2:45]1.[OH2:46].[OH:14][CH2:15][C:16]1([c:29]2[cH:30][cH:31][cH:32][cH:33][cH:34]2)[CH2:17][CH2:18][N:19]([C:22](=[O:23])[O:24][C:25]([CH3:26])([CH3:27])[CH3:28])[CH2:20][CH2:21]1>>[CH2:2]([c:3]1[n:4][c:5]([Cl:13])[cH:6][c:7]([C:9]([F:10])([F:11])[F:12])[cH:8]1)[O:14][CH2:15][C:16]1([c:29]2[cH:30][cH:31][cH:32][cH:33][cH:34]2)[CH2:17][CH2:18][N:19]([C:22](=[O:23])[O:24][C:25]([CH3:26])([CH3:27])[CH3:28])[CH2:20][CH2:21]1.